From a dataset of the Open Reaction Database (ORD), a public repository of structured organic reaction records. describe an organic reaction: reactants, conditions, products, and yield The reactants are ClC(C=1C=C(OC1C)C1=NC=C(C=C1)F)C1CCCCC1 (2-{4-[chloro(cyclohexyl)methyl]-5-methylfuran-2-yl}-5-fluoropyridine), NC1=CC=C(C=C1)C(=O)NCCC(=O)OCC (ethyl 3-{[(4-aminophenyl)carbonyl]amino}propanoate), C([O-])([O-])=O.[Na+].[Na+] (sodium carbonate), [I-].[Na+] (sodium iodide). Solvent: CN(C(C)=O)C (N,N-dimethylacetamide), O (water). Conditions: temperature 80 celsius, time 8 hour. Product: C1(CCCCC1)C(C1=C(OC(=C1)C1=NC=C(C=C1)F)C)NC1=CC=C(C=C1)C(=O)NCCC(=O)O (3-({[4-({cyclohexyl[5-(5-fluoropyridin-2-yl)-2-methylfuran-3-yl]methyl}amino)phenyl]carbonyl}amino)propanoic acid). Yield: 46.8%. As a reaction SMILES: Cl[CH:2]([CH:16]1[CH2:21][CH2:20][CH2:19][CH2:18][CH2:17]1)[C:3]1[CH:4]=[C:5]([C:9]2[CH:14]=[CH:13][C:12]([F:15])=[CH:11][N:10]=2)[O:6][C:7]=1[CH3:8].[NH2:22][C:23]1[CH:28]=[CH:27][C:26]([C:29]([NH:31][CH2:32][CH2:33][C:34]([O:36]CC)=[O:35])=[O:30])=[CH:25][CH:24]=1.C(=O)([O-])[O-].[Na+].[Na+].[I-].[Na+]>CN(C)C(=O)C.O>[CH:16]1([CH:2]([NH:22][C:23]2[CH:24]=[CH:25][C:26]([C:29]([NH:31][CH2:32][CH2:33][C:34]([OH:36])=[O:35])=[O:30])=[CH:27][CH:28]=2)[C:3]2[CH:4]=[C:5]([C:9]3[CH:14]=[CH:13][C:12]([F:15])=[CH:11][N:10]=3)[O:6][C:7]=2[CH3:8])[CH2:21][CH2:20][CH2:19][CH2:18][CH2:17]1 |f:2.3.4,5.6|. Reported procedure: A mixture of 2-{4-[chloro(cyclohexyl)methyl]-5-methylfuran-2-yl}-5-fluoropyridine (0.4 g), ethyl 3-{[(4-aminophenyl)carbonyl]amino}propanoate (0.3 g), sodium carbonate (0.2 g) and sodium iodide (0.2 g) in N,N-dimethylacetamide (10 mL) was stirred overnight at 80° C. The reaction mixture was poured into water, and the mixture was extracted with ethyl acetate. The organic layer was washed with saturated brine, and dried over magnesium sulfate. The solvent was evaporated under reduced pressure, and... Starting materials: COC=1C=CC2=C(SC(=C2C(=O)C2=CC=C(C=C2)OCC(CNCCCCCC)OC)C2=CC=C(C=C2)OC)C1 ([6-Methoxy-2-(4-methoxyphenyl)benzo[b]thiophen-3-yl][4-(2-methoxy-3-hexylaminopropoxy)phenyl]methanone), C(C)S (ethanethiol), [Cl-].[Al+3].[Cl-].[Cl-] (aluminum chloride). The product is OC=1C=CC2=C(SC(=C2C(=O)C2=CC=C(C=C2)OCC(CNCCCCC)O)C2=CC=C(C=C2)O)C1 ([6-Hydroxy-2-(4-Hydroxyphenyl)benzo[b]thiophen-3-yl][4-(2-Hydroxy-3-Pentylaminopropoxy)phenyl]methanone). Isolated yield 63.8%. As a reaction SMILES: C[O:2][C:3]1[CH:4]=[CH:5][C:6]2[C:10]([C:11]([C:13]3[CH:18]=[CH:17][C:16]([O:19][CH2:20][CH:21]([O:30]C)[CH2:22][NH:23][CH2:24][CH2:25][CH2:26][CH2:27][CH2:28]C)=[CH:15][CH:14]=3)=[O:12])=[C:9]([C:32]3[CH:37]=[CH:36][C:35]([O:38]C)=[CH:34][CH:33]=3)[S:8][C:7]=2[CH:40]=1.C(S)C.[Cl-].[Al+3].[Cl-].[Cl-]>>[OH:2][C:3]1[CH:4]=[CH:5][C:6]2[C:10]([C:11]([C:13]3[CH:14]=[CH:15][C:16]([O:19][CH2:20][CH:21]([OH:30])[CH2:22][NH:23][CH2:24][CH2:25][CH2:26][CH2:27][CH3:28])=[CH:17][CH:18]=3)=[O:12])=[C:9]([C:32]3[CH:33]=[CH:34][C:35]([OH:38])=[CH:36][CH:37]=3)[S:8][C:7]=2[CH:40]=1 |f:2.3.4.5|. Procedure: [6-Methoxy-2-(4-methoxyphenyl)benzo[b]thiophen-3-yl][4-(2-methoxy-3-hexylaminopropoxy)phenyl]methanone (340 mg, 0.62 mmol) was converted to 200 mg of the title compound by the procedure of Example 32 using 0.23 mL (3.1 mmol) of ethanethiol 660 mg (5.0 mmol) of aluminum chloride. The reactants are Cc1ccc(-c2cnc3c(ccn3COCC[Si](C)(C)C)n2)c(NC2CCCNC2)n1, CS(=O)(=O)Cl, CCN(C(C)C)C(C)C. Product: Cc1ccc(-c2cnc3c(ccn3COCC[Si](C)(C)C)n2)c(NC2CCCN(S(C)(=O)=O)C2)n1. RXN SMILES: [CH3:1][c:2]1[cH:3][cH:4][c:5](-[c:15]2[n:16][c:17]3[c:18]([n:19][cH:20]2)[n:21]([CH2:24][O:25][CH2:26][CH2:27][Si:28]([CH3:29])([CH3:30])[CH3:31])[cH:22][cH:23]3)[c:6]([NH:8][CH:9]2[CH2:10][NH:11][CH2:12][CH2:13][CH2:14]2)[n:7]1.[CH3:32][S:33]([Cl:34])(=[O:35])=[O:36].[CH:37]([N:38]([CH2:39][CH3:40])[CH:41]([CH3:42])[CH3:43])([CH3:44])[CH3:45]>>[CH3:1][c:2]1[cH:3][cH:4][c:5](-[c:15]2[n:16][c:17]3[c:18]([n:19][cH:20]2)[n:21]([CH2:24][O:25][CH2:26][CH2:27][Si:28]([CH3:29])([CH3:30])[CH3:31])[cH:22][cH:23]3)[c:6]([NH:8][CH:9]2[CH2:10][N:11]([S:33]([CH3:32])(=[O:35])=[O:36])[CH2:12][CH2:13][CH2:14]2)[n:7]1. Reactants: C[C@H](CCC(=O)NCCS(=O)(=O)[O-])[C@H]1CC[C@@H]2[C@@]1([C@H](C[C@H]3[C@H]2[C@@H](C[C@H]4[C@@]3(CC[C@H](C4)O)C)O)O)C.[Na+] (sodium taurocholate), C[C@H](CCC(=O)NCCS(=O)(=O)[O-])[C@H]1CC[C@@H]2[C@@]1([C@H](C[C@H]3[C@H]2[C@@H](C[C@H]4[C@@]3(CC[C@H](C4)O)C)O)O)C.[Na+] (sodium taurocholate), [Cl-].[K+] (KCl), C1=CC(=C[N+](=C1)[C@H]2[C@@H]([C@@H]([C@H](O2)COP(=O)([O-])OP(=O)(O)OC[C@@H]3[C@H]([C@H]([C@@H](O3)N4C=NC5=C4N=CN=C5N)O)O)O)O)C(=O)N (nicotinamide adenine dinucleotide), [Cl-].[K+] (KCl), [O-]S(=O)(=O)[O-].[Mg+2] (MgSO4), [O-]S(=O)(=O)[O-].[Mg+2] (MgSO4). Reagents/catalysts: [Fe-4](C#N)(C#N)(C#N)(C#N)(C#N)C#N (ferrocyanide), [Fe-3](C#N)(C#N)(C#N)(C#N)(C#N)C#N (ferricyanide), [C-]#N.[C-]#N.[C-]#N.[C-]#N.[C-]#N.[C-]#N.[K+].[K+].[K+].[Fe+3] (K3[Fe(CN)6]), [Fe-3](C#N)(C#N)(C#N)(C#N)(C#N)C#N (ferricyanide). The solvent is C(C(CO)(CO)N)O (Tris), C(C(CO)(CO)N)O (Tris). The product is C=1N=C(C2=C(N1)N(C=N2)[C@H]3[C@@H]([C@@H]([C@H](O3)COP(=O)(O)OP(=O)(O)OC[C@@H]4[C@H]([C@H]([C@@H](O4)N5C=CCC(=C5)C(=O)N)O)O)O)O)N (NADH). Reaction SMILES: [CH:1]1[CH:6]=[N+:5]([C@@H:7]2[O:11][C@H:10]([CH2:12][O:13][P:14]([O:17][P:18]([O:21][CH2:22][C@H:23]3[O:27][C@@H:26]([N:28]4[C:32]5[N:33]=[CH:34][N:35]=[C:36]([NH2:37])[C:31]=5[N:30]=[CH:29]4)[C@H:25]([OH:38])[C@@H:24]3[OH:39])([OH:20])=[O:19])([O-:16])=[O:15])[C@@H:9]([OH:40])[C@H:8]2[OH:41])[CH:4]=[C:3]([C:42]([NH2:44])=[O:43])[CH:2]=1.[Cl-].[K+].[O-]S([O-])(=O)=O.[Mg+2].C[C@@H]([C@@H]1[C@@]2(C)[C@@H](O)C[C@@H]3[C@@]4(C)CC[C@@H](O)C[C@H]4C[C@@H](O)[C@H]3[C@@H]2CC1)CCC(NCCS([O-])(=O)=O)=O.[Na+]>C(O)C(N)(CO)CO.[Fe-4](C#N)(C#N)(C#N)(C#N)(C#N)C#N.[Fe-3](C#N)(C#N)(C#N)(C#N)(C#N)C#N.[C-]#N.[C-]#N.[C-]#N.[C-]#N.[C-]#N.[C-]#N.[K+].[K+].[K+].[Fe+3]>[CH:34]1[N:35]=[C:36]([NH2:37])[C:31]2[N:30]=[CH:29][N:28]([C@@H:26]3[O:27][C@H:23]([CH2:22][O:21][P:18]([O:17][P:14]([O:13][CH2:12][C@H:10]4[O:11][C@@H:7]([N:5]5[CH:4]=[C:3]([C:42]([NH2:44])=[O:43])[CH2:2][CH:1]=[CH:6]5)[C@H:8]([OH:41])[C@@H:9]4[OH:40])([OH:16])=[O:15])([OH:20])=[O:19])[C@@H:24]([OH:39])[C@H:25]3[OH:38])[C:32]=2[N:33]=1 |f:1.2,3.4,5.6,10.11.12.13.14.15.16.17.18.19|. Reported procedure: An experiment was conducted to measure, by chronoamperometry, the response of ferrocyanide generated bio-chemically from an enzyme catalysed electrochemical reaction between ferricyanide and nicotinamide adenine dinucleotide (NADH). Two solutions of ferricyanide solution comprising 25 mM K3[Fe(CN)6] (Aldrich) in Tris pH 9 buffer (Sigma) with 100 mM KCl (BDH), 50 mM MgSO4 (Sigma) and 1% sodium taurocholate (Sigma) were prepared. To one solution, Putidaredoxin reductase (PdR) was added and to the ... Starting materials: [H][H] (hydrogen), 10, ClCCC1=C(N=C2N(C1=O)C=C(C=C2)OC)C (3-(2-chloroethyl)-7-methoxy-2-methyl-4H-pyrido[1,2-a]pyrimidin-4-one), CC(C)O (2-propanol), Cl (hydrogen chloride). Reagents/catalysts: [Pd] (palladium-on-charcoal). Run in CO (methanol). Run at time 8 hour. Yields the product Cl.ClCCC1=C(N=C2N(C1=O)CC(CC2)OC)C (3-(2-chloroethyl)-6,7,8,9-tetrahydro-7-methoxy-2-methyl4H-pyrido[1,2-a]pyrimidin-4-one monohydrochloride). The yield is 64.0%. RXN SMILES: [Cl:1][CH2:2][CH2:3][C:4]1[C:9](=[O:10])[N:8]2[CH:11]=[C:12]([O:15][CH3:16])[CH:13]=[CH:14][C:7]2=[N:6][C:5]=1[CH3:17].CC(O)C.Cl.[H][H]>[Pd].CO>[ClH:1].[Cl:1][CH2:2][CH2:3][C:4]1[C:9](=[O:10])[N:8]2[CH2:11][CH:12]([O:15][CH3:16])[CH2:13][CH2:14][C:7]2=[N:6][C:5]=1[CH3:17] |f:6.7|. Procedure details: A mixture of 10 parts of 3-(2-chloroethyl)-7-methoxy-2-methyl-4H-pyrido[1,2-a]pyrimidin-4-one, 40 parts of 2-propanol saturated with hydrogen chloride and 160 parts of methanol was hydrogenated at normal pressure and at room temperature with 2.0 parts of palladium-on-charcoal catalyst 10%. After the calculated amount of hydrogen was taken up, the catalyst was filtered off over diatomaceous earth and the filtrate was evaporated. The oily residue was taken up in 80 parts of 2-propanol and 2,2′-oxy... As a reaction SMILES: [C:1]([C:9]1[CH:14]=[CH:13][CH:12]=[C:11]([CH:15](Br)Br)[C:10]=1[CH2:18]Br)(=[O:8])[C:2]1[CH:7]=[CH:6][CH:5]=[CH:4][CH:3]=1.[C:20]([O-:23])(=[O:22])[CH3:21].[Na+].C(O)(=[O:27])C>O>[C:20]([O:23][CH2:18][C:10]1[C:9]([C:1](=[O:8])[C:2]2[CH:7]=[CH:6][CH:5]=[CH:4][CH:3]=2)=[CH:14][CH:13]=[CH:12][C:11]=1[CH:15]=[O:27])(=[O:22])[CH3:21] |f:1.2|. The product is C(C)(=O)OCC1=C(C=O)C=CC=C1C(C1=CC=CC=C1)=O (2-acetoxymethyl-3-benzoyl benzaldehyde). Reactants: C(C1=CC=CC=C1)(=O)C1=C(C(=CC=C1)C(Br)Br)CBr (1-benzoyl-2-bromomethyl-3-(dibromomethyl)benzene), C(C)(=O)[O-].[Na+] (sodium acetate), C(C)(=O)O (acetic acid). Run in O (water). Procedure: To a stirred solution of crude 1-benzoyl-2-bromomethyl-3-(dibromomethyl)benzene (2.3 g, 5 mmol) in glacial acetic acid (30 ml) was added sodium acetate (4.5 g, 55 mmol) in water (8 ml). The stirred mixture was heated to reflux temperature for sixteen hours, cooled and partitioned between diethylether (100 ml), ethyl acetate (20 ml) and 10% sodium carbonate solution (100 ml). Further solid sodium carbonate was added until effervescence ceased. The organic layer was washed with 10% sodium carbonat... The reactants are CN(C)C=O, CC(C)Br, [I-], [Na+], O, CCOC(=O)c1cccc(O)c1. The product is CCOC(=O)c1cccc(OC(C)C)c1. As a reaction SMILES: [CH3:20][N:21]([CH3:22])[CH:23]=[O:24].[CH:13]([CH3:14])([CH3:15])[Br:16].[I-:18].[Na+:17].[OH2:19].[OH:1][c:2]1[cH:3][c:4]([C:5](=[O:6])[O:7][CH2:8][CH3:9])[cH:10][cH:11][cH:12]1>>[O:1]([c:2]1[cH:3][c:4]([C:5](=[O:6])[O:7][CH2:8][CH3:9])[cH:10][cH:11][cH:12]1)[CH:13]([CH3:14])[CH3:15]. Yields the product COC(C(C1=CC=C(C(=O)OC)C=C1)CC#C)=O (α-propargylhomoterephthalic acid dimethyl ester), ( 4.66 ). Procedure details: FIG. 1 shows a synthetic scheme useful in preparing 10-propargyl-10-deazaaminopterin. A mixture of 60% NaH in oil dispersion (1.06 g, 26.5 mmol) in 18 mL of sieve-dried THF was cooled to 0° C. The cold mixture was treated with a solution of homoterephthalic acid dimethyl ester (5.0 g, 24 mmol. compound 1 in FIG. 1) in dry THF (7 mL), and the mixture was stirred for 1 hour at 0° C. Propargyl bromide (26.4 mmol) was added, and the mixture was stirred at 0° C. for an additional 1 hour, and then at ... Starting materials: [H-].[Na+] (NaH), COC(CC1=CC=C(C(=O)OC)C=C1)=O (homoterephthalic acid dimethyl ester), COC(CC1=CC=C(C(=O)OC)C=C1)=O (homoterephthalic acid dimethyl ester), C#CCC(CC1=CN=C2C(=N1)C(=NC(=N2)N)N)C3=CC=C(C=C3)C(=O)N[C@@H](CCC(=O)O)C(=O)O (10-propargyl-10-deazaaminopterin), C(C#C)Br (Propargyl bromide). Run in C1CCOC1 (THF), C(C)(=O)O (acetic acid), C1CCOC1 (THF), O (water). Reaction conditions: temperature 0 celsius, time 1 hour. RXN SMILES: [CH:1]#[C:2][CH2:3]C(C1C=CC(C(N[C@H](C(O)=O)CCC(O)=O)=O)=CC=1)CC1N=C2C(N)=NC(N)=NC2=NC=1.[H-].[Na+].[CH3:38][O:39][C:40](=[O:52])[CH2:41][C:42]1[CH:51]=[CH:50][C:45]([C:46]([O:48][CH3:49])=[O:47])=[CH:44][CH:43]=1.C(Br)C#C>C1COCC1.O.C(O)(=O)C>[CH3:38][O:39][C:40](=[O:52])[CH:41]([CH2:3][C:2]#[CH:1])[C:42]1[CH:51]=[CH:50][C:45]([C:46]([O:48][CH3:49])=[O:47])=[CH:44][CH:43]=1 |f:1.2|. Reactants: Cl.C(C)(C)C=1C=C(C=CC1)[C@H](C)N ((S)-1-(3-isopropylphenyl)ethanamine hydrochloride), COC([C@H](CC)OC=1C=C(CN2C(=C(C3=CC(=CC=C23)C(=O)O)C)C)C=CC1)=O ((S)-1-(3-((1-methoxy-1-oxobutan-2-yl)oxy)benzyl)-2,3-dimethyl-1H-indole-5-carboxylic acid). The product is C(C)(C)C=1C=C(C=CC1)[C@H](C)NC(=O)C=1C=C2C(=C(N(C2=CC1)CC=1C=C(O[C@H](C(=O)OC)CC)C=CC1)C)C ((S)-Methyl 2-(3-((5-(((S)-1-(3-isopropylphenyl)ethyl)carbamoyl)-2,3-dimethyl-1H-indol-1-yl)methyl)phenoxy)butanoate). RXN SMILES: Cl.[CH:2]([C:5]1[CH:6]=[C:7]([C@@H:11]([NH2:13])[CH3:12])[CH:8]=[CH:9][CH:10]=1)([CH3:4])[CH3:3].[CH3:14][O:15][C:16](=[O:42])[C@@H:17]([O:20][C:21]1[CH:22]=[C:23]([CH:39]=[CH:40][CH:41]=1)[CH2:24][N:25]1[C:33]2[C:28](=[CH:29][C:30]([C:34](O)=[O:35])=[CH:31][CH:32]=2)[C:27]([CH3:37])=[C:26]1[CH3:38])[CH2:18][CH3:19]>>[CH:2]([C:5]1[CH:6]=[C:7]([C@@H:11]([NH:13][C:34]([C:30]2[CH:29]=[C:28]3[C:33](=[CH:32][CH:31]=2)[N:25]([CH2:24][C:23]2[CH:22]=[C:21]([CH:41]=[CH:40][CH:39]=2)[O:20][C@@H:17]([CH2:18][CH3:19])[C:16]([O:15][CH3:14])=[O:42])[C:26]([CH3:38])=[C:27]3[CH3:37])=[O:35])[CH3:12])[CH:8]=[CH:9][CH:10]=1)([CH3:4])[CH3:3] |f:0.1|. Procedure details: The title compound was prepared following the same protocol as described in Step 5, Example 36, using the (S)-1-(3-isopropylphenyl)ethanamine hydrochloride instead of the (S)-1-(3-cyclopropylphenyl)ethanamine hydrochloride and the (S)-1-(3-((1-methoxy-1-oxobutan-2-yl)oxy)benzyl)-2,3-dimethyl-1H-indole-5-carboxylic acid instead of the 1-(4-(2-methoxy-2-oxoethoxy)benzyl)-2,3-dimethyl-1H-indole-5-carboxylic acid.